Dataset: the Open Reaction Database (ORD), a public repository of structured organic reaction records. Task: describe an organic reaction: reactants, conditions, products, and yield Reactants: CC(C)(C)[Si](Cl)(c1ccccc1)c1ccccc1, C=CCC1CC(c2cccc(Cl)c2)C(c2ccc(Cl)cc2)N(C(CC)CO)C1=O, CN(C)C=O, c1c[nH]cn1. Yields the product C=CCC1CC(c2cccc(Cl)c2)C(c2ccc(Cl)cc2)N(C(CC)CO[Si](c2ccccc2)(c2ccccc2)C(C)(C)C)C1=O. Reaction SMILES: [C:35]([CH3:36])([CH3:37])([CH3:38])[Si:39]([c:40]1[cH:41][cH:42][cH:43][cH:44][cH:45]1)([c:46]1[cH:47][cH:48][cH:49][cH:50][cH:51]1)[Cl:52].[CH2:1]([CH:2]=[CH2:3])[CH:4]1[C:5](=[O:29])[N:6]([CH:24]([CH2:25][OH:26])[CH2:27][CH3:28])[CH:7]([c:17]2[cH:18][cH:19][c:20]([Cl:23])[cH:21][cH:22]2)[CH:8]([c:10]2[cH:11][c:12]([Cl:16])[cH:13][cH:14][cH:15]2)[CH2:9]1.[O:53]=[CH:54][N:55]([CH3:56])[CH3:57].[nH:30]1[cH:31][cH:32][n:33][cH:34]1>>[CH2:1]([CH:2]=[CH2:3])[CH:4]1[C:5](=[O:29])[N:6]([CH:24]([CH2:25][O:26][Si:39]([C:35]([CH3:36])([CH3:37])[CH3:38])([c:40]2[cH:41][cH:42][cH:43][cH:44][cH:45]2)[c:46]2[cH:47][cH:48][cH:49][cH:50][cH:51]2)[CH2:27][CH3:28])[CH:7]([c:17]2[cH:18][cH:19][c:20]([Cl:23])[cH:21][cH:22]2)[CH:8]([c:10]2[cH:11][c:12]([Cl:16])[cH:13][cH:14][cH:15]2)[CH2:9]1. The product is NS(=O)(=O)c1ccccc1-c1ccc(C(=O)O)cc1. RXN SMILES: [Br:1][c:2]1[c:3]([S:8](=[O:9])(=[O:10])[NH2:11])[cH:4][cH:5][cH:6][cH:7]1.[C:12](=[O:13])([OH:14])[c:15]1[cH:16][cH:17][c:18]([B:21]([OH:22])[OH:23])[cH:19][cH:20]1.[CH3:109][CH2:110][O:111][CH2:112][CH3:113].[CH3:24][c:25]1[cH:26][cH:27][cH:28][cH:29][cH:30]1.[OH2:108].[cH:31]1[cH:32][cH:33][c:34]([P:35]([Pd:36]([P:37]([c:38]2[cH:39][cH:40][cH:41][cH:42][cH:43]2)([c:44]2[cH:45][cH:46][cH:47][cH:48][cH:49]2)[c:50]2[cH:51][cH:52][cH:53][cH:54][cH:55]2)([P:56]([c:57]2[cH:58][cH:59][cH:60][cH:61][cH:62]2)([c:63]2[cH:64][cH:65][cH:66][cH:67][cH:68]2)[c:69]2[cH:70][cH:71][cH:72][cH:73][cH:74]2)[P:75]([c:76]2[cH:77][cH:78][cH:79][cH:80][cH:81]2)([c:82]2[cH:83][cH:84][cH:85][cH:86][cH:87]2)[c:88]2[cH:89][cH:90][cH:91][cH:92][cH:93]2)([c:94]2[cH:95][cH:96][cH:97][cH:98][cH:99]2)[c:100]2[cH:101][cH:102][cH:103][cH:104][cH:105]2)[cH:106][cH:107]1>>[c:2]1(-[c:18]2[cH:17][cH:16][c:15]([C:12](=[O:13])[OH:14])[cH:20][cH:19]2)[c:3]([S:8](=[O:9])(=[O:10])[NH2:11])[cH:4][cH:5][cH:6][cH:7]1. The reactants are NS(=O)(=O)c1ccccc1Br, O=C(O)c1ccc(B(O)O)cc1, CCOCC, Cc1ccccc1, O, c1ccc(P(c2ccccc2)(c2ccccc2)[Pd](P(c2ccccc2)(c2ccccc2)c2ccccc2)(P(c2ccccc2)(c2ccccc2)c2ccccc2)P(c2ccccc2)(c2ccccc2)c2ccccc2)cc1. As a reaction SMILES: [Cl:9][CH2:10][C:11]([CH2:12][C:13](=[O:14])[O:15][CH2:16][CH3:17])=[O:18].[H-:19].[Na+:20].[O:21]1[CH2:22][CH2:23][CH2:24][CH2:25]1.[OH:1][CH2:2][c:3]1[cH:4][cH:5][cH:6][cH:7][cH:8]1>>[O:1]([CH2:2][c:3]1[cH:4][cH:5][cH:6][cH:7][cH:8]1)[CH2:10][C:11]([CH2:12][C:13](=[O:14])[O:15][CH2:16][CH3:17])=[O:18]. Yields the product CCOC(=O)CC(=O)COCc1ccccc1. Starting materials: CCOC(=O)CC(=O)CCl, [H-], [Na+], C1CCOC1, OCc1ccccc1. Reactants: BrN1C(CCC1=O)=O (N-bromosuccinimide), COC(CCC\C=C/C[C@H]1[C@H](C[C@H]([C@@H]1\C=C\[C@H](CCCCCCl)O)O)O)=O ((5Z,13E)-(9α,11α,15S)-9,11,15-trihydroxy-20-chloroprosta-5,13-dienoic acid methyl ester), C(Cl)(Cl)Cl (chloroform), O1CCCC1 (tetrahydrofuran). Run in mixture, C(C)(=O)OCC (ethyl acetate). Yields the product COC(CCCC(C1C[C@H]2[C@H](C[C@H]([C@@H]2\C=C\[C@H](CCCCCCl)O)O)O1)Br)=O ((13E)-(5RS,6RS,9α,11α,15S)-5-Bromo-6,9-epoxy-11,15-dihydroxy-20-chloroprost-13-enoic acid methyl ester). Yield: 78.8%. Reaction SMILES: [Br:1]N1C(=O)CCC1=O.[CH3:9][O:10][C:11](=[O:35])[CH2:12][CH2:13][CH2:14]/[CH:15]=[CH:16]\[CH2:17][C@@H:18]1[C@@H:22](/[CH:23]=[CH:24]/[C@@H:25]([OH:32])[CH2:26][CH2:27][CH2:28][CH2:29][CH2:30][Cl:31])[C@H:21]([OH:33])[CH2:20][C@@H:19]1[OH:34].C(Cl)(Cl)Cl.O1CCCC1>C(OCC)(=O)C>[CH3:9][O:10][C:11](=[O:35])[CH2:12][CH2:13][CH2:14][CH:15]([Br:1])[CH:16]1[O:34][C@H:19]2[CH2:20][C@@H:21]([OH:33])[C@H:22](/[CH:23]=[CH:24]/[C@@H:25]([OH:32])[CH2:26][CH2:27][CH2:28][CH2:29][CH2:30][Cl:31])[C@H:18]2[CH2:17]1. Procedure details: Under an atmosphere of nitrogen, 85 mg of N-bromosuccinimide were added to a solution of 175 mg of (5Z,13E)-(9α,11α,15S)-9,11,15-trihydroxy-20-chloroprosta-5,13-dienoic acid methyl ester [prepared as described in Example 4 of British Patent Application No. 22090/75 and, e.g. the equivalent Belgian Specification No. 842113] in 3 ml of a mixture of chloroform and tetrahydrofuran (1:1) and the mixture was stirred at room temperature for 10 minutes. The reaction mixture was diluted with ethyl acetat... The reactants are lithium butyl, C1C=CC2=CC=CC=C12 (indene), CCCCCC (hexane), O (water), BrCC=1C(=CC=CC1)CBr (α,α'-dibromo-o-xylene), BrC=1C(=C(C(=CC1)C)C)Br (dibromo-o-xylene). Solvent: O1CCCC1 (tetrahydrofuran), C1CCOC1 (THF). Conditions: temperature -10 celsius, time 2 hour. Product: C1(C=CC2=CC=CC=C12)CC=1C(=CC=CC1)CC1C=CC2=CC=CC=C12 (α,α'-bis(1-indenyl)-o-xylene). Isolated yield 26.0%. As a reaction SMILES: [CH2:1]1[C:9]2[C:4](=[CH:5][CH:6]=[CH:7][CH:8]=2)[CH:3]=[CH:2]1.Br[CH2:11][C:12]1[C:13]([CH2:18]Br)=[CH:14][CH:15]=[CH:16][CH:17]=1.O.Br[C:22]1[C:23](Br)=[C:24]([CH3:29])[C:25]([CH3:28])=[CH:26][CH:27]=1.[CH3:31]CCCCC>O1CCCC1>[CH:1]1([CH2:11][C:12]2[C:13]([CH2:18][CH:28]3[C:25]4[C:24](=[CH:23][CH:22]=[CH:27][CH:26]=4)[CH:29]=[CH:31]3)=[CH:14][CH:15]=[CH:16][CH:17]=2)[C:9]2[C:4](=[CH:5][CH:6]=[CH:7][CH:8]=2)[CH:3]=[CH:2]1. Reported procedure: 70 ml (0.175 moles) of lithium butyl 2.5M in hexane are added, over a period of about 20 minutes, to a solution of 25 g (0.215 moles) of indene in 100 ml of tetrahydrofuran. The mixture is left under stirring for 2 hours, and is then cooled to -10° C. 20 g (0.076 moles) of α,α'-dibromo-o-xylene dissolved in 100 ml of THF are then added, in about 1 hour, so that the temperature of the reaction mixture does not exceed -5° C. At the end, the temperature is left to rise to room temperature, the mixt...